This data is from the Open Reaction Database (ORD), a public repository of structured organic reaction records. The task is: describe an organic reaction: reactants, conditions, products, and yield Starting materials: CC(C)C#N, CC(=O)O, C=C[Si](OC)(OC)OC, [Na]. Product: CO[Si](CCC(C)(C)C#N)(OC)OC. RXN SMILES: [C:1]([CH:2]([CH3:3])[CH3:4])#[N:5].[CH3:16][C:17](=[O:18])[OH:19].[CH:7](=[CH2:8])[Si:9]([O:10][CH3:11])([O:12][CH3:13])[O:14][CH3:15].[Na:6]>>[C:1]([C:2]([CH3:3])([CH3:4])[CH2:8][CH2:7][Si:9]([O:10][CH3:11])([O:12][CH3:13])[O:14][CH3:15])#[N:5]. Reactants: C1(=CCCCC1)C#CCO (3-cyclohexenyl-2-propyn-1-ol), C1(=CC=C(C=C1)S(=O)(=O)Cl)C (p-toluene sulfonyl chloride), [OH-].[K+] (potassium hydroxide). Product: S(=O)(=O)(C1=CC=C(C)C=C1)CC#CC1=CCCCC1 (1-Tosyl-3-cyclohexenyl-2-propyne). The yield is 92.0%. Reaction SMILES: [C:1]1([C:7]#[C:8][CH2:9]O)[CH2:6][CH2:5][CH2:4][CH2:3][CH:2]=1.[C:11]1([CH3:21])[CH:16]=[CH:15][C:14]([S:17](Cl)(=[O:19])=[O:18])=[CH:13][CH:12]=1.[OH-].[K+]>>[S:17]([CH2:9][C:8]#[C:7][C:1]1[CH2:6][CH2:5][CH2:4][CH2:3][CH:2]=1)([C:14]1[CH:15]=[CH:16][C:11]([CH3:21])=[CH:12][CH:13]=1)(=[O:19])=[O:18] |f:2.3|. Reported procedure: 3-cyclohexenyl-2-propyn-1-ol (95)(3.04 g, 22.3 mmol), p-toluene sulfonyl chloride (4.04 g, 21.2 mmol) and potassium hydroxide (6.26 g, 112 mmol) were reacted using the above procedure to yield the product (5.66 g, 19.5 mmol, 91.8%) as a light yellow oil. 1H NMR (CDCl3): 7.79 (d, J=8.1 Hz, 2 H), 7.31 (d, J=8.1 Hz, 2 H), 5.97 (m, 1 H), 4.81 (s, 2 H), 2.42 (s, 3 H), 2.02 (m, 2 H), 1.92 (m, 2 H), 1.53 (m, 4 H). FAB LRMS (m/e): calcd. for (MH+)(C16H19O3S): 29 1, found 29 1. Starting materials: N1(C=NC=C1)CCOC=1C=C(C=CC1)NC1=NC=CC(=N1)C=1SC=CC1 (N-[3-[2-(1H-imidazol-1-yl)ethoxy]phenyl]-4-(2-thienyl)-2-pyrimidinamine), C(\C=C/C(=O)O)(=O)O (maleic acid). Solvent: C(C)O (ethyl alcohol), C(C)O (ethyl alcohol). Product: C(C=CC(=O)O)(=O)O.N1(C=NC=C1)CCOC=1C=C(C=CC1)NC1=NC=CC(=N1)C=1SC=CC1 (N-[3-[2-(1H-Imidazol-1-yl)ethoxy]phenyl]-4-(2-thienyl)-2-pyrimidinamine 2-butenedioate). RXN SMILES: [N:1]1([CH2:6][CH2:7][O:8][C:9]2[CH:10]=[C:11]([NH:15][C:16]3[N:21]=[C:20]([C:22]4[S:23][CH:24]=[CH:25][CH:26]=4)[CH:19]=[CH:18][N:17]=3)[CH:12]=[CH:13][CH:14]=2)[CH:5]=[CH:4][N:3]=[CH:2]1.[C:27]([OH:34])(=[O:33])/[CH:28]=[CH:29]\[C:30]([OH:32])=[O:31]>C(O)C>[C:27]([OH:34])(=[O:33])[CH:28]=[CH:29][C:30]([OH:32])=[O:31].[N:1]1([CH2:6][CH2:7][O:8][C:9]2[CH:10]=[C:11]([NH:15][C:16]3[N:21]=[C:20]([C:22]4[S:23][CH:24]=[CH:25][CH:26]=4)[CH:19]=[CH:18][N:17]=3)[CH:12]=[CH:13][CH:14]=2)[CH:5]=[CH:4][N:3]=[CH:2]1 |f:3.4|. Procedure: To a solution of 1.0 g of N-[3-[2-(1H-imidazol-1-yl)ethoxy]phenyl]-4-(2-thienyl)-2-pyrimidinamine in 10 ml of hot ethyl alcohol is added 5 ml of ethyl alcohol containing 0.32 g of maleic acid. Crystals begin to form and the reaction mixture is cooled. The solid is collected by filtration, washed with ethyl alcohol and dried to afford the desired product.